describe an organic reaction: reactants, conditions, products, and yield From a dataset of the Open Reaction Database (ORD), a public repository of structured organic reaction records. The product is CN(C(=O)C=1NC2=C(C=C(C=C2C1)NC1=NC=CC(=N1)C=1N=CN(C1)C)Br)C (7-Bromo-5-[4-(1-methyl-1H-imidazol-4-yl)-pyrimidin-2-ylamino]-1H-indole-2-carboxylic acid dimethylamide). As a reaction SMILES: S([C:5]1C=[CH:10][C:8](C)=[CH:7][CH:6]=1)(O)(=O)=O.[CH3:12][N:13]([CH3:30])[C:14]([C:16]1[NH:17][C:18]2[C:23]([CH:24]=1)=[CH:22][C:21]([NH:25][C:26]([NH2:28])=[NH:27])=[CH:20][C:19]=2[Br:29])=[O:15].CC(C)([O-])C.[K+]>CN(C)C=O>[CH3:12][N:13]([CH3:30])[C:14]([C:16]1[NH:17][C:18]2[C:23]([CH:24]=1)=[CH:22][C:21]([NH:25][C:26]1[N:28]=[C:7]([C:8]3[N:27]=[CH:26][N:25]([CH3:21])[CH:10]=3)[CH:6]=[CH:5][N:27]=1)=[CH:20][C:19]=2[Br:29])=[O:15] |f:0.1,2.3|. Reaction conditions: temperature 150 celsius, time 1.5 hour. Procedure: A mixture of 1.6 g 4.6, 2.2 g 7.12 and 2.5 g potassium tert-butoxide in 30 ml N,N-dimethylformamide was stirred at 150° C. for 1.5 h under microwave irradiation. The reaction mixture was concentrated in vacuo and the resulting residue was purified by flash chromatography (dichloromethane/methanol 100:0→90:10) to give intermediate 10.1/Example 15. Solvent: CN(C=O)C (N,N-dimethylformamide). The reactants are 4.6, S(=O)(=O)(O)C1=CC=C(C)C=C1.CN(C(=O)C=1NC2=C(C=C(C=C2C1)NC(=N)N)Br)C (7-Bromo-5-guanidino-1H-indole-2-carboxylic acid dimethylamide tosylate), CC(C)([O-])C.[K+] (potassium tert-butoxide). The reactants are OC1=C(C=C(C=O)C=C1)OC (4-hydroxy-3-methoxybenzaldehyde), N1=CC=CC=C1 (pyridine), IC1=CC=CC=C1 (iodobenzene), C([O-])([O-])=O.[K+].[K+] (potassium carbonate), cupric oxide. The solvent is C(C)(=O)OCC (ethyl acetate). Reaction conditions: temperature 145 celsius. Yields the product COC=1C=C(C=O)C=CC1OC1=CC=CC=C1 (3-methoxy-4-phenoxybenzaldehyde). Yield: 12.0%. RXN SMILES: [OH:1][C:2]1[CH:9]=[CH:8][C:5]([CH:6]=[O:7])=[CH:4][C:3]=1[O:10][CH3:11].N1C=CC=CC=1.I[C:19]1[CH:24]=[CH:23][CH:22]=[CH:21][CH:20]=1.C(=O)([O-])[O-].[K+].[K+]>C(OCC)(=O)C>[CH3:11][O:10][C:3]1[CH:4]=[C:5]([CH:8]=[CH:9][C:2]=1[O:1][C:19]1[CH:24]=[CH:23][CH:22]=[CH:21][CH:20]=1)[CH:6]=[O:7] |f:3.4.5|. Reported procedure: 6.0 g of 4-hydroxy-3-methoxybenzaldehyde, 75 ml of pyridine, 12.0 g of iodobenzene, 10.9 g of potassium carbonate and 6.24 g of cupric oxide were mixed and heated at 145° C. for 18 hours in a sealed tube. The reaction solution was left to cool to room temperature and then diluted with ethyl acetate and subjected to celite filtration. The filtrate was distilled off under reduced pressure, and the residue was purified by silica gel column chromatography (hexane/ethyl acetate=3/1) to obtain 1.11 g ... Reactants: C(CCC)[Li] (n-Butyllithium), solution, [Cl-].[Cl-].[Cl-].[Cl-].[Hf+4] (Hafnium tetrachloride), C[Si](C=1C=C(C=C(C1)[Si](C)(C)C)C=1CC2=CC=CC=C2C1)(C)C (2-(3,5-Bis(trimethylsilyl)phenyl)indene). Solvent: hexanes, C(C)OCC (diethyl ether). Run at temperature -10 celsius, time 2 hour. The product is [Cl-].[Cl-].C[Si](C=1C=C(C=C(C1)[Si](C)(C)C)C=1C(C2=CC=CC=C2C1)[Hf+2]C1C(=CC2=CC=CC=C12)C1=CC(=CC(=C1)[Si](C)(C)C)[Si](C)(C)C)(C)C (bis(2-(3,5-bis(trimethylsilyl)phenyl)indenyl)hafnium dichloride). Yield: 56.0%. As a reaction SMILES: [CH3:1][Si:2]([CH3:23])([CH3:22])[C:3]1[CH:4]=[C:5]([C:13]2[CH2:14][C:15]3[C:20]([CH:21]=2)=[CH:19][CH:18]=[CH:17][CH:16]=3)[CH:6]=[C:7]([Si:9]([CH3:12])([CH3:11])[CH3:10])[CH:8]=1.[CH2:24]([Li])[CH2:25][CH2:26][CH3:27].[Cl-:29].[Cl-].[Cl-].[Cl-].[Hf+4:33]>C(OCC)C>[Cl-:29].[Cl-:29].[CH3:12][Si:9]([CH3:10])([CH3:11])[C:7]1[CH:6]=[C:5]([C:13]2[CH:14]([Hf+2:33][CH:24]3[C:15]4[C:27](=[CH:20][CH:21]=[CH:13][CH:14]=4)[CH:26]=[C:25]3[C:5]3[CH:6]=[C:7]([Si:9]([CH3:10])([CH3:12])[CH3:11])[CH:8]=[C:3]([Si:2]([CH3:23])([CH3:1])[CH3:22])[CH:4]=3)[C:15]3[C:20]([CH:21]=2)=[CH:19][CH:18]=[CH:17][CH:16]=3)[CH:4]=[C:3]([Si:2]([CH3:23])([CH3:22])[CH3:1])[CH:8]=1 |f:2.3.4.5.6,8.9.10|. Procedure: 2-(3,5-Bis(trimethylsilyl)phenyl)indene (22.3 g, 0.066 mol) and anhydrous diethyl ether (250 mL) were placed in a 1 L three-necked flask under argon. n-Butyllithium (41 mL of a 1.6 M solution in hexanes, 0.066 mol) was added over a thirty minute period at 0° C. The solution was stirred for an additional two hours. Hafnium tetrachloride (10.5 g, 0.033 mol) was added incrementally over a one-hour period. The mixture was then stirred overnight. The ethereal solution was chilled to −10° C. and the s... The reactants are C(C)(=O)N1C(NCC1)=NC1=C(C=C(C=C1Cl)C(=O)OC)Cl (1-acetyl-2-(4-carbomethoxy-2,6-dichlorophenylimino)imidazolidine), Cl (hydrochloric acid). Run in CO (methanol), C(Cl)Cl.CO (methylene chloride methanol). Product: C(=O)(OC)C1=CC(=C(C(=C1)Cl)N=C1NCCN1)Cl (2-(4-Carbomethoxy-2,6-dichlorophenylimino)imidazolidine). Isolated yield 81.0%. As a reaction SMILES: C([N:4]1[CH2:8][CH2:7][NH:6][C:5]1=[N:9][C:10]1[C:15]([Cl:16])=[CH:14][C:13]([C:17]([O:19][CH3:20])=[O:18])=[CH:12][C:11]=1[Cl:21])(=O)C.Cl>CO.C(Cl)Cl.CO>[C:17]([C:13]1[CH:12]=[C:11]([Cl:21])[C:10]([N:9]=[C:5]2[NH:6][CH2:7][CH2:8][NH:4]2)=[C:15]([Cl:16])[CH:14]=1)([O:19][CH3:20])=[O:18] |f:3.4|. Procedure details: A solution of 1-acetyl-2-(4-carbomethoxy-2,6-dichlorophenylimino)imidazolidine (5 g, 15 mmole) and 2M hydrochloric acid (1 ml, 2 mmole) in methanol (100 ml) was heated under reflux for 40 hour. The mixture was then evaporated to give a solid which was taken up in methylene chloride/methanol (650 ml:30 ml) and extracted with saturated sodium carbonate (300 ml). The organic layer was dried and evaporated to give a residue which after trituration with ether, yielded the title compound as a solid (3... Starting materials: FC(C=1C=C(CN(C(=O)C=2C(=NC(=NC2Cl)SC)Cl)CCCNC(=O)OC(C)(C)C)C=C(C1)C(F)(F)F)(F)F (N-[3,5-bis(trifluoromethyl)benzyl]-N-[3-(t-butoxycarbonylamino)propyl]-4,6-dichloro-2-(methylthio)pyrimidine-5-carboxylic acid amide). Run in C(C)(=O)OCC.Cl (hydrogen chloride-ethyl acetate). Conditions: time 1 hour. Product: Cl.FC(C=1C=C(CN(C(=O)C=2C(=NC(=NC2Cl)SC)Cl)CCCN)C=C(C1)C(F)(F)F)(F)F (N-[3,5-bis(trifluoromethyl)benzyl]-N-(3-aminopropyl)-4,6-dichloro-2-(methylthio)pyrimidine-5-carboxylic acid amide hydrochloride). The yield is 199.0%. As a reaction SMILES: [F:1][C:2]([F:39])([F:38])[C:3]1[CH:4]=[C:5]([CH:31]=[C:32]([C:34]([F:37])([F:36])[F:35])[CH:33]=1)[CH2:6][N:7]([CH2:20][CH2:21][CH2:22][NH:23]C(OC(C)(C)C)=O)[C:8]([C:10]1[C:11]([Cl:19])=[N:12][C:13]([S:17][CH3:18])=[N:14][C:15]=1[Cl:16])=[O:9]>C(OCC)(=O)C.Cl>[ClH:16].[F:38][C:2]([F:1])([F:39])[C:3]1[CH:4]=[C:5]([CH:31]=[C:32]([C:34]([F:37])([F:36])[F:35])[CH:33]=1)[CH2:6][N:7]([CH2:20][CH2:21][CH2:22][NH2:23])[C:8]([C:10]1[C:11]([Cl:19])=[N:12][C:13]([S:17][CH3:18])=[N:14][C:15]=1[Cl:16])=[O:9] |f:1.2,3.4|. Procedure: 3 mol/L hydrogen chloride-ethyl acetate (20 mL) was added to N-[3,5-bis(trifluoromethyl)benzyl]-N-[3-(t-butoxycarbonylamino)propyl]-4,6-dichloro-2-(methylthio)pyrimidine-5-carboxylic acid amide (Compound of Reference Example 4; 8.23 g) while the solution was chilled on an ice bath. The reaction mixture was stirred for 1 hour and then another 1 hour at room temperature. Subsequently, the solvent was removed to obtain N-[3,5-bis(trifluoromethyl)benzyl]-N-(3-aminopropyl)-4,6-dichloro-2-(methylthio)... The reactants are CCc1ccco1, [Li]CCCC, CCOCC, Cl, O=C=O. Yields the product CCc1ccc(C(=O)O)o1. As a reaction SMILES: [CH2:1]([CH3:2])[c:3]1[o:4][cH:5][cH:6][cH:7]1.[CH2:8]([Li:9])[CH2:10][CH2:11][CH3:12].[CH3:17][CH2:18][O:19][CH2:20][CH3:21].[ClH:16].[O:13]=[C:14]=[O:15]>>[CH2:1]([CH3:2])[c:3]1[o:4][c:5]([C:14](=[O:13])[OH:15])[cH:6][cH:7]1. The reactants are BrC(C(=O)C1=C(C=C(C=C1)OC)Cl)C (2-bromo-1-(2-chloro-4-methoxyphenyl)propan-1-one), COC1=C(C=C(C=C1)C(=O)O)N(C(=S)N)CCC (N-(2-methoxy-5-carboxyphenyl)-N-propylthiourea), BrC(C(=O)C1=C(C=C(C=C1)OC)Cl)C (2-bromo-1-(2-chloro-4-methoxyphenyl)propan-1-one), COC1=C(C=C(C=C1)C(=O)O)N(C(=S)N)CCC (N-(2-methoxy-5-carboxyphenyl)-N-propylthiourea). The product is ClC1=C(C=CC(=C1)OC)C=1N=C(SC1C)N(CCC)C1=C(C=CC(=C1)C(=O)O)OC (4-(2-Chloro-4-methoxyphenyl)-5-methyl-2-[N-(5-carboxy-2-methoxyphenyl)-N-propylamino]thiazole). Isolated yield 70.0%. As a reaction SMILES: Br[CH:2]([CH3:14])[C:3]([C:5]1[CH:10]=[CH:9][C:8]([O:11][CH3:12])=[CH:7][C:6]=1[Cl:13])=O.[CH3:15][O:16][C:17]1[CH:22]=[CH:21][C:20]([C:23]([OH:25])=[O:24])=[CH:19][C:18]=1[N:26]([CH2:30][CH2:31][CH3:32])[C:27]([NH2:29])=[S:28]>>[Cl:13][C:6]1[CH:7]=[C:8]([O:11][CH3:12])[CH:9]=[CH:10][C:5]=1[C:3]1[N:29]=[C:27]([N:26]([C:18]2[CH:19]=[C:20]([C:23]([OH:25])=[O:24])[CH:21]=[CH:22][C:17]=2[O:16][CH3:15])[CH2:30][CH2:31][CH3:32])[S:28][C:2]=1[CH3:14]. Procedure details: By following the procedure of EXAMPLE 2 and by using 2-bromo-1-(2-chloro-4-methoxyphenyl)propan-1-one (Compound 1-2) and N-(2-methoxy-5-carboxyphenyl)-N-propylthiourea (Compound 12-1), the expected product is obtained in the form of white crystals; yield=70%; m.p.=109° C.